From a dataset of the Open Reaction Database (ORD), a public repository of structured organic reaction records. describe an organic reaction: reactants, conditions, products, and yield Reaction SMILES: [CH2:1]([O:8][C:9]1[CH:10]=[C:11]([OH:19])[CH:12]=[CH:13][C:14]=1[C:15]([CH3:18])([CH3:17])[CH3:16])[C:2]1[CH:7]=[CH:6][CH:5]=[CH:4][CH:3]=1.C(=O)([O-])[O-].[K+].[K+].Br[CH2:27][C:28]([O:30][CH2:31][CH3:32])=[O:29]>>[CH2:1]([O:8][C:9]1[CH:10]=[C:11]([CH:12]=[CH:13][C:14]=1[C:15]([CH3:16])([CH3:18])[CH3:17])[O:19][CH2:27][C:28]([O:30][CH2:31][CH3:32])=[O:29])[C:2]1[CH:3]=[CH:4][CH:5]=[CH:6][CH:7]=1 |f:1.2.3|. Isolated yield 85.2%. Starting materials: C(C1=CC=CC=C1)OC=1C=C(C=CC1C(C)(C)C)O (3-(Benzyloxy)-4-tert-butylphenol), C([O-])([O-])=O.[K+].[K+] (potassium carbonate), BrCC(=O)OCC (ethyl bromoacetate), crude residue. Product: C(C1=CC=CC=C1)OC=1C=C(OCC(=O)OCC)C=CC1C(C)(C)C (Ethyl [3-(benzyloxy)-4-tert-butylphenoxy]acetate). Reported procedure: 3-(Benzyloxy)-4-tert-butylphenol (4.9 g, 19.2 mmol), potassium carbonate (8.0 g, 57.6 mmol) and ethyl bromoacetate (2.6 ml, 23.0 mmol) were treated in the same procedure described in Example 13(d). The crude residue was applied to a silica gel chromatography column and eluted with a volume mixture of hexane and ethyl acetate (29/1 to 19/1) to furnish 5.6 g (85% yield) of the title compound as a colorless oil.